This data is from the Open Reaction Database (ORD), a public repository of structured organic reaction records. The task is: describe an organic reaction: reactants, conditions, products, and yield Starting materials: C(C)(C)(C)OC(=O)NC=1C=C(C=NC1)C(=O)N[C@@]1(COCC1)C(=O)O ((S)-3-[(5-tert-butoxycarbonylamino-pyridine-3-carbonyl)-amino]-tetrahydrofuran-3-carboxylic acid), product, NCC1=CC=C(C=N1)NC1=C(C=C(C=C1)OC)C(F)(F)F ((6-aminomethyl-pyridin-3-yl)-(4-methoxy-2-trifluoromethyl-phenyl)-amine), product. Product: COC1=CC(=C(C=C1)NC=1C=CC(=NC1)CNC(=O)[C@]1(COCC1)NC(=O)C=1C=C(C=NC1)NC(OC(C)(C)C)=O)C(F)(F)F (tert-butyl(S)-[5-(3-{[5-(4-methoxy-2-trifluoromethyl-phenylamino)-pyridin-2-ylmethyl]-carbamoyl}-tetrahydrofuran-3-ylcarbamoyl)-pyridin-3-yl]-carbamate). As a reaction SMILES: [C:1]([O:5][C:6]([NH:8][C:9]1[CH:10]=[C:11]([C:15]([NH:17][C@@:18]2([C:23](O)=[O:24])[CH2:22][CH2:21][O:20][CH2:19]2)=[O:16])[CH:12]=[N:13][CH:14]=1)=[O:7])([CH3:4])([CH3:3])[CH3:2].[NH2:26][CH2:27][C:28]1[N:33]=[CH:32][C:31]([NH:34][C:35]2[CH:40]=[CH:39][C:38]([O:41][CH3:42])=[CH:37][C:36]=2[C:43]([F:46])([F:45])[F:44])=[CH:30][CH:29]=1>>[CH3:42][O:41][C:38]1[CH:39]=[CH:40][C:35]([NH:34][C:31]2[CH:30]=[CH:29][C:28]([CH2:27][NH:26][C:23]([C@:18]3([NH:17][C:15]([C:11]4[CH:10]=[C:9]([NH:8][C:6](=[O:7])[O:5][C:1]([CH3:4])([CH3:2])[CH3:3])[CH:14]=[N:13][CH:12]=4)=[O:16])[CH2:22][CH2:21][O:20][CH2:19]3)=[O:24])=[N:33][CH:32]=2)=[C:36]([C:43]([F:46])([F:44])[F:45])[CH:37]=1. Reported procedure: Analogously to Example 1e), (S)-3-[(5-tert-butoxycarbonylamino-pyridine-3-carbonyl)-amino]-tetrahydrofuran-3-carboxylic acid (product from Example 5d, 1.7 mmol) was reacted with (6-aminomethyl-pyridin-3-yl)-(4-methoxy-2-trifluoromethyl-phenyl)-amine (product from Example 5b, 1.7 mmol). The product was purified by chromatography (silica gel, dichloromethane with 0-10% methanol).